Dataset: the Open Reaction Database (ORD), a public repository of structured organic reaction records. Task: describe an organic reaction: reactants, conditions, products, and yield The reactants are BrCC1OCCO1, CCC(C)N, [Na+], [OH-], O. Product: CCC(C)NCC1OCCO1. As a reaction SMILES: [Br:1][CH2:2][CH:3]1[O:4][CH2:5][CH2:6][O:7]1.[CH:8]([CH3:9])([CH2:10][CH3:11])[NH2:12].[Na+:14].[OH-:13].[OH2:15]>>[CH2:2]([CH:3]1[O:4][CH2:5][CH2:6][O:7]1)[NH:12][CH:8]([CH3:9])[CH2:10][CH3:11]. RXN SMILES: [C:35](=[O:36])([O-:37])[O-:38].[CH2:1]([c:2]1[cH:3][cH:4][cH:5][cH:6][cH:7]1)[O:8][c:9]1[cH:10][c:11]2[cH:12][cH:13][c:14]([CH:19]([CH2:20][O:21][CH2:22][CH2:23][N:24]([CH3:25])[CH3:26])[OH:27])[cH:15][c:16]2[cH:17][cH:18]1.[CH2:41]([OH:42])[CH3:43].[CH3:28][C:29](=[O:30])[O:31][C:32](=[O:33])[CH3:34].[CH3:52][CH2:53][O:54][C:55](=[O:56])[CH3:57].[ClH:44].[K+:39].[K+:40].[OH2:51].[cH:45]1[cH:46][cH:47][n:48][cH:49][cH:50]1>>[CH2:1]([c:2]1[cH:3][cH:4][cH:5][cH:6][cH:7]1)[O:8][c:9]1[cH:10][c:11]2[cH:12][cH:13][c:14]([CH:19]([CH2:20][O:21][CH2:22][CH2:23][N:24]([CH3:25])[CH3:26])[O:27][C:29]([CH3:28])=[O:30])[cH:15][c:16]2[cH:17][cH:18]1.[ClH:44]. Reactants: O=C([O-])[O-], CN(C)CCOCC(O)c1ccc2cc(OCc3ccccc3)ccc2c1, CCO, CC(=O)OC(C)=O, CCOC(C)=O, Cl, [K+], [K+], O, c1ccncc1. Product: CC(=O)OC(COCCN(C)C)c1ccc2cc(OCc3ccccc3)ccc2c1, Cl. Starting materials: OCC1=C(C=CC=C1)O (2-(hydroxymethyl)phenol), C([O-])([O-])=O.[K+].[K+] (potassium carbonate), BrCC#C (3-bromopropyne), solution, [I-].[K+] (potassium iodide). Run in C(C)C(=O)C (methyl ethyl ketone), C1(=CC=CC=C1)C (toluene). Yields the product C(C#C)OC1=C(CO)C=CC=C1 (2-(2-propynyloxy)benzyl alcohol). Reaction SMILES: [OH:1][CH2:2][C:3]1[CH:8]=[CH:7][CH:6]=[CH:5][C:4]=1[OH:9].C(=O)([O-])[O-].[K+].[K+].Br[CH2:17][C:18]#[CH:19].[I-].[K+]>C(C(C)=O)C.C1(C)C=CC=CC=1>[CH2:19]([O:9][C:4]1[CH:5]=[CH:6][CH:7]=[CH:8][C:3]=1[CH2:2][OH:1])[C:18]#[CH:17] |f:1.2.3,5.6|. Procedure: To 2-(hydroxymethyl)phenol (10.0 g, 80.6 mmol) slurried in 300 ml of methyl ethyl ketone was added 1.2 equivalents of potassium carbonate. Then 3-bromopropyne (121 mmol, 18 g of an 80% solution in toluene) and potassium iodide (0.5 g) were added and the reaction was refluxed overnight. After cooling the salts were filtered off. The filtrate was concentrated and the residue was dissolved in water and extracted twice with ether. After washing with water and brine, the organic layer was dried over ... Reactants: O (water), COC1=CC=C(CP(OCC)(OCC)=O)C=C1 (diethyl 4-methoxybenzylphosphonate), C1(=CC=C(C=C1)N(C1=CC=C(C=O)C=C1)C1=CC=C(C=C1)C)C (4-(di-para-tolylamino)benzaldehyde), C(C)(C)(C)O[K] (tert-butoxy kalium), O (water). The solvent is CN(C=O)C (N.N-dimethylformamide). Product: COC1=CC=C(C=C1)C=CC1=CC=C(C=C1)N(C1=CC=C(C=C1)C)C1=CC=C(C=C1)C (4-methoxy-4′-(di-para-tolylamino)stilbene). RXN SMILES: [CH3:1][O:2][C:3]1[CH:17]=[CH:16][C:6]([CH2:7]P(=O)(OCC)OCC)=[CH:5][CH:4]=1.[C:18]1([CH3:40])[CH:23]=[CH:22][C:21]([N:24]([C:33]2[CH:38]=[CH:37][C:36]([CH3:39])=[CH:35][CH:34]=2)[C:25]2[CH:32]=[CH:31][C:28]([CH:29]=O)=[CH:27][CH:26]=2)=[CH:20][CH:19]=1.C(O[K])(C)(C)C.O>CN(C)C=O>[CH3:1][O:2][C:3]1[CH:4]=[CH:5][C:6]([CH:7]=[CH:39][C:36]2[CH:35]=[CH:34][C:33]([N:24]([C:25]3[CH:32]=[CH:31][C:28]([CH3:29])=[CH:27][CH:26]=3)[C:21]3[CH:22]=[CH:23][C:18]([CH3:40])=[CH:19][CH:20]=3)=[CH:38][CH:37]=2)=[CH:16][CH:17]=1. Reported procedure: Same mol of the diethyl 4-methoxybenzylphosphonate and 4-(di-para-tolylamino)benzaldehyde were dissolved in N.N-dimethylformamide, and tert-butoxy kalium was gradually added to the solution while water-cooled and stirred. After stirred for 5 hrs at a room temperature, water was added thereto to acidize the solution and a crude product is separated out. The crude product was further column-refined with silica gel to prepare 4-methoxy-4′-(di-para-tolylamino)stilbene.